From a dataset of the Open Reaction Database (ORD), a public repository of structured organic reaction records. describe an organic reaction: reactants, conditions, products, and yield The product is CC(O)(CC(=O)O)c1ccc(-c2ccc(F)cc2F)cc1. Reactants: [Ag+], O=[Ag], CC(O)(CCO)c1ccc(-c2ccc(F)cc2F)cc1, O=[N+]([O-])[O-], [Na+], [OH-], O. Reaction SMILES: [Ag+:29].[Ag:23]=[O:24].[F:3][c:4]1[c:5](-[c:11]2[cH:12][cH:13][c:14]([C:17]([CH2:18][CH2:19][OH:20])([CH3:21])[OH:22])[cH:15][cH:16]2)[cH:6][cH:7][c:8]([F:10])[cH:9]1.[N+:25]([O-:26])([O-:27])=[O:28].[Na+:2].[OH-:1].[OH2:30]>>[OH:1][C:19]([CH2:18][C:17]([c:14]1[cH:13][cH:12][c:11](-[c:5]2[c:4]([F:3])[cH:9][c:8]([F:10])[cH:7][cH:6]2)[cH:16][cH:15]1)([CH3:21])[OH:22])=[O:20]. Starting materials: C(C)(=O)C1=CC=C(S1)B(O)O (5-acetyl-2-thiopheneboronic acid), BrC1=CC=C(C=C1)I (1-bromo-4-iodobenzene). Yields the product BrC1=CC=C(C=C1)C1=CC=C(S1)C(C)=O (1-(5-(4-Bromophenyl)thien-2-yl)ethanone). As a reaction SMILES: [C:1]([C:4]1[S:8][C:7](B(O)O)=[CH:6][CH:5]=1)(=[O:3])[CH3:2].[Br:12][C:13]1[CH:18]=[CH:17][C:16](I)=[CH:15][CH:14]=1>>[Br:12][C:13]1[CH:18]=[CH:17][C:16]([C:7]2[S:8][C:4]([C:1](=[O:3])[CH3:2])=[CH:5][CH:6]=2)=[CH:15][CH:14]=1. Procedure details: 1-(5-(4-Bromophenyl)thien-2-yl)ethanone is prepared from 5-acetyl-2-thiopheneboronic acid and 1-bromo-4-iodobenzene according to general procedure A. Procedure details: The title compound was prepared as described in General Method 1 using 2.5 mL of methyl acetoacetate, 1.0 g of NaH 60% dispersion in oil, 12.5 mL of 2.0M n-butyl lithium in hexane, 5.1 g of 3,5-dichlorobenzaldehyde and 75 mL of tetrahydrofuran. After addition of the aldehyde, the reaction was stirred for 10 minutes at 0° C. then allowed to warm to room temperature overnight. The crude product was triturated from diethyl ether to afford a solid (m.p. 135°-137° C.). 1H NMR (CDCl3) δ 2.78 (dd, 1 H)... RXN SMILES: [C:1]([O:7][CH3:8])(=[O:6])[CH2:2][C:3]([CH3:5])=[O:4].[H-].[Na+].C([Li])CCC.[Cl:16][C:17]1[CH:18]=[C:19]([CH:22]=[C:23]([Cl:25])[CH:24]=1)C=O>CCCCCC.O1CCCC1>[Cl:16][C:17]1[CH:18]=[C:19]([CH:8]2[O:7][C:1](=[O:6])[CH:2]=[C:3]([OH:4])[CH2:5]2)[CH:22]=[C:23]([Cl:25])[CH:24]=1 |f:1.2|. Conditions: temperature 0 celsius, time 10 minute. Reactants: ClC=1C=C(C=O)C=C(C1)Cl (3,5-dichlorobenzaldehyde), C(CCC)[Li] (n-butyl lithium), C(CC(=O)C)(=O)OC (methyl acetoacetate), [H-].[Na+] (NaH), aldehyde. Product: ClC=1C=C(C=C(C1)Cl)C1CC(=CC(O1)=O)O (6-(3,5-Dichlorophenyl)-5,6-dihydro-4-hydroxy- 2H-pyran-2-one), solid. Run in O1CCCC1 (tetrahydrofuran), CCCCCC (hexane). Starting materials: O=C1N(C=CC(N1)=O)C(=O)NCCCCC1=CC=CC=C1 (2,4-dioxo-N-(4-phenylbutyl)pyrimidine-1-carboxamide), BrC=1C(NC(NC1)=O)=O (5-bromouracil). Product: BrC=1C(NC(N(C1)C(=O)NCCCCCC)=O)=O (5-bromo-N-hexyl-2,4-dioxo-pyrimidine-1-carboxamide). Yield: 62.0%. As a reaction SMILES: [O:1]=[C:2]1[NH:7][C:6](=[O:8])[CH:5]=[CH:4][N:3]1[C:9]([NH:11][CH2:12][CH2:13][CH2:14][CH2:15][C:16]1[CH:21]=CC=CC=1)=[O:10].[Br:22]C1C(=O)NC(=O)NC=1>>[Br:22][C:5]1[C:6](=[O:8])[NH:7][C:2](=[O:1])[N:3]([C:9]([NH:11][CH2:12][CH2:13][CH2:14][CH2:15][CH2:16][CH3:21])=[O:10])[CH:4]=1. Procedure details: The title compound was obtained according to the procedure described for the synthesis of compound of Example 1, starting from 5-bromouracil (0.03 g, 1.57 mmol). The crude was purified by column chromatography using a Teledyne ISCO apparatus (petroleum ether:EtOAc from 60:40 to 100% EtOAc) to afford the title compound (0.31 g, 62%) as white powder. 1H NMR (400 MHz, DMSO-d6): δ 0.87 (t, J=6.5 Hz, 3H), 1.24-1.32 (m, 6H), 1.40-1.61 (m, 2H), 3.26 (td, J=7.0, 5.7 Hz, 2H), 8.47 (s, 1H), 9.07 (t, J=5.7... Starting materials: OB(O)c1ccc(Cl)cc1, Nc1c(C(=O)NC2CCC2)nnc2c(Br)cccc12. Product: Nc1c(C(=O)NC2CCC2)nnc2c(-c3ccc(Cl)cc3)cccc12. RXN SMILES: [Cl:20][c:21]1[cH:22][cH:23][c:24]([B:27]([OH:28])[OH:29])[cH:25][cH:26]1.[NH2:1][c:2]1[c:3]([C:13](=[O:14])[NH:15][CH:16]2[CH2:17][CH2:18][CH2:19]2)[n:4][n:5][c:6]2[c:7]([Br:12])[cH:8][cH:9][cH:10][c:11]12>>[NH2:1][c:2]1[c:3]([C:13](=[O:14])[NH:15][CH:16]2[CH2:17][CH2:18][CH2:19]2)[n:4][n:5][c:6]2[c:7](-[c:24]3[cH:23][cH:22][c:21]([Cl:20])[cH:26][cH:25]3)[cH:8][cH:9][cH:10][c:11]12. Run in C(Cl)Cl (CH2Cl2). Starting materials: C1=CC=CC=2C3=CC=CC=C3C(C12)COC(NC1=C(C=C(C(=C1)S(=O)(=O)Cl)C)C)=O (9H-fluoren-9-ylmethyl[5-(chlorosulfonyl)-2,4-dimethylphenyl]carbamate), N1=CC(=CC=C1)CN (1-pyridin-3-ylmethanamine), N1=CC=CC=C1 (pyridine). Run at time 8 hour. As a reaction SMILES: [CH:1]1[C:13]2[CH:12]([CH2:14][O:15][C:16](=[O:30])[NH:17][C:18]3[CH:23]=[C:22]([S:24](Cl)(=[O:26])=[O:25])[C:21]([CH3:28])=[CH:20][C:19]=3[CH3:29])[C:11]3[C:6](=[CH:7][CH:8]=[CH:9][CH:10]=3)[C:5]=2[CH:4]=[CH:3][CH:2]=1.[N:31]1[CH:36]=[CH:35][CH:34]=[C:33]([CH2:37][NH2:38])[CH:32]=1.N1C=CC=CC=1>C(Cl)Cl>[CH:1]1[C:13]2[CH:12]([CH2:14][O:15][C:16](=[O:30])[NH:17][C:18]3[CH:23]=[C:22]([S:24]([NH:38][CH2:37][C:33]4[CH:32]=[N:31][CH:36]=[CH:35][CH:34]=4)(=[O:26])=[O:25])[C:21]([CH3:28])=[CH:20][C:19]=3[CH3:29])[C:11]3[C:6](=[CH:7][CH:8]=[CH:9][CH:10]=3)[C:5]=2[CH:4]=[CH:3][CH:2]=1. Yields the product C1=CC=CC=2C3=CC=CC=C3C(C12)COC(NC1=C(C=C(C(=C1)S(=O)(=O)NCC=1C=NC=CC1)C)C)=O (9H-Fluoren-9-ylmethyl(2,4-dimethyl-5-{[(pyridin-3-ylmethyl)amino]sulfonyl}phenyl)carbamate). Procedure: To a solution of 9H-fluoren-9-ylmethyl[5-(chlorosulfonyl)-2,4-dimethylphenyl]carbamate (1.0 g, 2.3 mmol) in CH2Cl2 (23 mL) was added 1-pyridin-3-ylmethanamine (0.46 mL, 4.5 mmol) and pyridine (0.55 mL, 6.8 mmol). The bright yellow solution was then stirred at room temperature overnight and then quenched by the addition of sat. aq. NaHCO3 solution. The reaction was extracted with EtOAc and the organic extracted were dried over Na2SO4 and concentrated in vacuo. Purification by silica gel column ch... The reactants are C(C1=CC=CC=C1)[C@@H](C(=O)OC)[C@@H](CCC)O (Methyl (2R,3R)-2-benzyl-3-hydroxyhexanoate). Reagents/catalysts: [Rh] (rhodium on carbon). Run in CO (MeOH). Product: C1(CCCCC1)C[C@@H](C(=O)OC)[C@@H](CCC)O (methyl (2R,3R)-2-cyclohexylmethyl-3-hydroxyhexanoate). Yield: 100.0%. Reaction SMILES: [CH2:1]([C@H:8]([C@H:13]([OH:17])[CH2:14][CH2:15][CH3:16])[C:9]([O:11][CH3:12])=[O:10])[C:2]1[CH:7]=[CH:6][CH:5]=[CH:4][CH:3]=1>CO.[Rh]>[CH:2]1([CH2:1][C@H:8]([C@H:13]([OH:17])[CH2:14][CH2:15][CH3:16])[C:9]([O:11][CH3:12])=[O:10])[CH2:7][CH2:6][CH2:5][CH2:4][CH2:3]1. Procedure: Methyl (2R,3R)-2-benzyl-3-hydroxyhexanoate (3.35 g, 14.2 mmol) is dissolved in 35 mL of MeOH. Under an argon atmosphere 1.00 g of 5% rhodium on carbon is added. The reaction vessel is evacuated and refilled with hydrogen several times and then pressurized with hydrogen to 65 psi. After 8 h the reaction vessel is evacuated and refilled with nitrogen. The solution is filtered and the filtrate concentrated in vacuo giving methyl (2R,3R)-2-cyclohexylmethyl-3-hydroxyhexanoate as an oil (3.44 g, 99% y... The reactants are N1=CC=CC2=CC=CC(=C12)S(=O)(=O)Cl (8-quinolinesulfonyl chloride), C(=O)([O-])[O-].[K+].[K+] (K2CO3), C(C)(C)(C)[O-].[K+] (potassium tert-butanolate), C(#N)C=1C=C2C(C(NC2=CC1)=O)(O)C1=C(C=CC=C1)OCC (5-Cyano-3-(2-ethoxyphenyl)-3-hydroxy-indol-2-one). The solvent is CN(C)C=O (DMF), C(Cl)Cl (methylene chloride). Run at time 1 hour. Yields the product C(C)OC1=C(C=CC=C1)C1(C(N(C2=CC=C(C=C12)C#N)S(=O)(=O)C=1C=CC=C2C=CC=NC12)=O)O (3-(2-Ethoxyphenyl)-3-hydroxy-2-oxo-1-(quinoline-8-sulfonyl)-2,3-dihydro-1H-indole-5-carbonitrile). Yield: 68.3%. As a reaction SMILES: C([O-])(C)(C)C.[K+].[C:7]([C:9]1[CH:10]=[C:11]2[C:15](=[CH:16][CH:17]=1)[NH:14][C:13](=[O:18])[C:12]2([C:20]1[CH:25]=[CH:24][CH:23]=[CH:22][C:21]=1[O:26][CH2:27][CH3:28])[OH:19])#[N:8].[N:29]1[C:38]2[C:33](=[CH:34][CH:35]=[CH:36][C:37]=2[S:39](Cl)(=[O:41])=[O:40])[CH:32]=[CH:31][CH:30]=1.C([O-])([O-])=O.[K+].[K+]>CN(C=O)C.C(Cl)Cl>[CH2:27]([O:26][C:21]1[CH:22]=[CH:23][CH:24]=[CH:25][C:20]=1[C:12]1([OH:19])[C:11]2[C:15](=[CH:16][CH:17]=[C:9]([C:7]#[N:8])[CH:10]=2)[N:14]([S:39]([C:37]2[CH:36]=[CH:35][CH:34]=[C:33]3[C:38]=2[N:29]=[CH:30][CH:31]=[CH:32]3)(=[O:40])=[O:41])[C:13]1=[O:18])[CH3:28] |f:0.1,4.5.6|. Reported procedure: 2.3 g (10.6 mMol) of potassium tert-butanolate are added to 5.5 g (18.7 mMol) of the intermediate 1b in 40 ml of DMF at 0° C. The reaction mixture was stirred for 1 h. Then 4.25 g (18.7 mMol) of 8-quinolinesulfonyl chloride were added at 0° C. The reaction solution was stirred at 0° C. for three hours and then at room temperature for 16 h. This reaction solution was poured into aqueous K2CO3 solution, resulting in a precipitate which was isolated. This solid was dissolved in methylene chloride, ... Reactants: COC1=CC=C(CN(C2=NC=C(C=N2)C=2C3=C(N=C(N2)N2CCOCC2)NCC3)CC3=CC=C(C=C3)OC)C=C1 (bis-(4-methoxy-benzyl)-[5-(2-morpholin-4-yl-6,7-dihydro-5H-pyrrolo[2,3-d]pyrimidin-4-yl)-pyrimidin-2-yl]-amine), BrC1=C(C=C(C=C1)C(=O)N1CCOCC1)C ((4-bromo-3-methyl-phenyl)-morpholin-4-yl-methanone). Yields the product COC1=CC=C(CN(C2=NC=C(C=N2)C=2C3=C(N=C(N2)N2CCOCC2)N(CC3)C3=C(C=C(C=C3)C(=O)N3CCOCC3)C)CC3=CC=C(C=C3)OC)C=C1 ([4-(4-{2-[bis-(4-methoxy-benzyl)-amino]-pyrimidin-5-yl}-2-morpholin-4-yl-5,6-dihydro-pyrrolo[2,3-d]pyrimidin-7-yl)-3-methyl-phenyl]-morpholin-4-yl-methanone). RXN SMILES: [CH3:1][O:2][C:3]1[CH:40]=[CH:39][C:6]([CH2:7][N:8]([CH2:30][C:31]2[CH:36]=[CH:35][C:34]([O:37][CH3:38])=[CH:33][CH:32]=2)[C:9]2[N:14]=[CH:13][C:12]([C:15]3[C:16]4[CH2:29][CH2:28][NH:27][C:17]=4[N:18]=[C:19]([N:21]4[CH2:26][CH2:25][O:24][CH2:23][CH2:22]4)[N:20]=3)=[CH:11][N:10]=2)=[CH:5][CH:4]=1.Br[C:42]1[CH:47]=[CH:46][C:45]([C:48]([N:50]2[CH2:55][CH2:54][O:53][CH2:52][CH2:51]2)=[O:49])=[CH:44][C:43]=1[CH3:56]>>[CH3:38][O:37][C:34]1[CH:33]=[CH:32][C:31]([CH2:30][N:8]([CH2:7][C:6]2[CH:5]=[CH:4][C:3]([O:2][CH3:1])=[CH:40][CH:39]=2)[C:9]2[N:10]=[CH:11][C:12]([C:15]3[C:16]4[CH2:29][CH2:28][N:27]([C:42]5[CH:47]=[CH:46][C:45]([C:48]([N:50]6[CH2:55][CH2:54][O:53][CH2:52][CH2:51]6)=[O:49])=[CH:44][C:43]=5[CH3:56])[C:17]=4[N:18]=[C:19]([N:21]4[CH2:26][CH2:25][O:24][CH2:23][CH2:22]4)[N:20]=3)=[CH:13][N:14]=2)=[CH:36][CH:35]=1. Reported procedure: Using bis-(4-methoxy-benzyl)-[5-(2-morpholin-4-yl-6,7-dihydro-5H-pyrrolo[2,3-d]pyrimidin-4-yl)-pyrimidin-2-yl]-amine (100 mg) and (4-bromo-3-methyl-phenyl)-morpholin-4-yl-methanone (159 mg) instead of 4-chloropicolinic acid t-butylamide, in the same manner as Example 1-D-07, a crude product of [4-(4-{2-[bis-(4-methoxy-benzyl)-amino]-pyrimidin-5-yl}-2-morpholin-4-yl-5,6-dihydro-pyrrolo[2,3-d]pyrimidin-7-yl)-3-methyl-phenyl]-morpholin-4-yl-methanone was obtained, and then the PMB groups were remov...